From a dataset of the Open Reaction Database (ORD), a public repository of structured organic reaction records. describe an organic reaction: reactants, conditions, products, and yield The reactants are Nc1ccc(C2CCCCC2)cc1, COC(=O)c1cc(Cl)ccc1NC(=O)CSCC(=O)O. Product: COC(=O)c1cc(Cl)ccc1NC(=O)CSCC(=O)Nc1ccc(C2CCCCC2)cc1. Reaction SMILES: [CH:1]1([c:7]2[cH:8][cH:9][c:10]([NH2:11])[cH:12][cH:13]2)[CH2:2][CH2:3][CH2:4][CH2:5][CH2:6]1.[Cl:14][c:15]1[cH:16][c:17]([C:30](=[O:31])[O:32][CH3:33])[c:18]([NH:21][C:22]([CH2:23][S:24][CH2:25][C:26](=[O:27])[OH:28])=[O:29])[cH:19][cH:20]1>>[CH:1]1([c:7]2[cH:8][cH:9][c:10]([NH:11][C:26]([CH2:25][S:24][CH2:23][C:22]([NH:21][c:18]3[c:17]([C:30](=[O:31])[O:32][CH3:33])[cH:16][c:15]([Cl:14])[cH:20][cH:19]3)=[O:29])=[O:27])[cH:12][cH:13]2)[CH2:2][CH2:3][CH2:4][CH2:5][CH2:6]1. The solvent is C1CCOC1 (THF). Isolated yield 92.0%. Procedure: To solution of methyl 6-(2-(2-(tert-butyldimethylsilyloxy)ethyl)-1-methyl-1H-indol-5-yl)-1-(2,4-dimethoxybenzyl)-5-ethyl-2-oxo-1,2-dihydropyridine-3-carboxylate (6.10 g, 9.84 mmol) in THF (60 mL) was added TBAF solution (1M THF, 15.0 mL, 15.0 mmol). Reaction mixture was stirred at room temperature for 30 min until starting material was completely consumed. THF was then concentrated and residue was purified by column chromatography (EtOAc/DCM, 0-100% gradient). Methyl 1-(2,4-dimethoxybenzyl)-5-et... Product: COC1=C(CN2C(C(=CC(=C2C=2C=C3C=C(N(C3=CC2)C)CCO)CC)C(=O)OC)=O)C=CC(=C1)OC (Methyl 1-(2,4-dimethoxybenzyl)-5-ethyl-6-(2-(2-hydroxyethyl)-1-methyl-1H-indol-5-yl)-2-oxo-1,2-dihydropyridine-3-carboxylate), solid. As a reaction SMILES: [Si]([O:8][CH2:9][CH2:10][C:11]1[N:12]([CH3:44])[C:13]2[C:18]([CH:19]=1)=[CH:17][C:16]([C:20]1[N:25]([CH2:26][C:27]3[CH:32]=[CH:31][C:30]([O:33][CH3:34])=[CH:29][C:28]=3[O:35][CH3:36])[C:24](=[O:37])[C:23]([C:38]([O:40][CH3:41])=[O:39])=[CH:22][C:21]=1[CH2:42][CH3:43])=[CH:15][CH:14]=2)(C(C)(C)C)(C)C.CCCC[N+](CCCC)(CCCC)CCCC.[F-]>C1COCC1>[CH3:36][O:35][C:28]1[CH:29]=[C:30]([O:33][CH3:34])[CH:31]=[CH:32][C:27]=1[CH2:26][N:25]1[C:20]([C:16]2[CH:17]=[C:18]3[C:13](=[CH:14][CH:15]=2)[N:12]([CH3:44])[C:11]([CH2:10][CH2:9][OH:8])=[CH:19]3)=[C:21]([CH2:42][CH3:43])[CH:22]=[C:23]([C:38]([O:40][CH3:41])=[O:39])[C:24]1=[O:37] |f:1.2|. Reaction conditions: time 30 minute. The reactants are [Si](C)(C)(C(C)(C)C)OCCC=1N(C2=CC=C(C=C2C1)C1=C(C=C(C(N1CC1=C(C=C(C=C1)OC)OC)=O)C(=O)OC)CC)C (methyl 6-(2-(2-(tert-butyldimethylsilyloxy)ethyl)-1-methyl-1H-indol-5-yl)-1-(2,4-dimethoxybenzyl)-5-ethyl-2-oxo-1,2-dihydropyridine-3-carboxylate), CCCC[N+](CCCC)(CCCC)CCCC.[F-] (TBAF). Starting materials: NC1=C(C=C(C=C1)OCC#C)C(=O)C1=CC=C(C=C1)C(C)C ((2-amino-5-propargyloxy-phenyl)-(4-isopropyl-phenyl)-methanone), [N+](=O)([O-])C=1C=C(CBr)C=CC1 (3-nitrobenzylbromide), CCN(C(C)C)C(C)C (Hünig's base). Solvent: C(Cl)Cl (methylene chloride). Reaction conditions: temperature 45 celsius, time 8 hour. Yields the product C(C)(C)C1=CC=C(C=C1)C(=O)C1=C(C=CC(=C1)OCC#C)NCC1=CC(=CC=C1)[N+](=O)[O-] ((4-isopropyl-phenyl)-[2-(3-nitro-benzylamino)-5-propargyloxy-phenyl]-methanone). The yield is 78.7%. RXN SMILES: [NH2:1][C:2]1[CH:7]=[CH:6][C:5]([O:8][CH2:9][C:10]#[CH:11])=[CH:4][C:3]=1[C:12]([C:14]1[CH:19]=[CH:18][C:17]([CH:20]([CH3:22])[CH3:21])=[CH:16][CH:15]=1)=[O:13].[N+:23]([C:26]1[CH:27]=[C:28]([CH:31]=[CH:32][CH:33]=1)[CH2:29]Br)([O-:25])=[O:24].CCN(C(C)C)C(C)C>C(Cl)Cl>[CH:20]([C:17]1[CH:16]=[CH:15][C:14]([C:12]([C:3]2[CH:4]=[C:5]([O:8][CH2:9][C:10]#[CH:11])[CH:6]=[CH:7][C:2]=2[NH:1][CH2:29][C:28]2[CH:31]=[CH:32][CH:33]=[C:26]([N+:23]([O-:25])=[O:24])[CH:27]=2)=[O:13])=[CH:19][CH:18]=1)([CH3:22])[CH3:21]. Reported procedure: A mixture of 30 g (102 mmol) (2-amino-5-propargyloxy-phenyl)-(4-isopropyl-phenyl)-methanone, 23.8 g (110 mmol) 3-nitrobenzylbromide and 21 ml (120 mmol) Hünig's base in 160 ml methylene chloride is stirred overnight at 45° C. The resulting dark solution is washed twice with 200 ml water and with brine. Purification of the crude product by chromatography (CH2Cl2/petroleum ether 1:1) affords 34.4 g (79%) of a viscous red oil. The reactants are BrCC(=O)C=1C(=NOC1C)C1=CC=CC=C1 (4-(bromoacetyl)-5-methyl-3-phenylisoxazole), NC1=NC=CC=C1O (2-amino-3-hydroxypyridine). The product is CC1=C(C(=NO1)C1=CC=CC=C1)C(COC=1C=2N(C=CC1)C=C(N2)C=2C(=NOC2C)C2=CC=CC=C2)=O (1-(5-Methyl-3-phenyl-isoxazol-4-yl)-2-[2-(5-methyl-3-phenyl-isoxazol-4-yl)-imidazo[1,2-a]pyridin-8-yloxy]-ethanone). The yield is 7.0%. RXN SMILES: Br[CH2:2][C:3]([C:5]1[C:6]([C:11]2[CH:16]=[CH:15][CH:14]=[CH:13][CH:12]=2)=[N:7][O:8][C:9]=1[CH3:10])=[O:4].[NH2:17][C:18]1[C:23]([OH:24])=[CH:22][CH:21]=[CH:20][N:19]=1>>[CH3:10][C:9]1[O:8][N:7]=[C:6]([C:11]2[CH:16]=[CH:15][CH:14]=[CH:13][CH:12]=2)[C:5]=1[C:3](=[O:4])[CH2:2][O:24][C:23]1[C:18]2[N:19]([CH:2]=[C:3]([C:5]3[C:6]([C:11]4[CH:16]=[CH:15][CH:14]=[CH:13][CH:12]=4)=[N:7][O:8][C:9]=3[CH3:10])[N:17]=2)[CH:20]=[CH:21][CH:22]=1. Procedure: As described for Example 2, 4-(bromoacetyl)-5-methyl-3-phenylisoxazole (commercially available) (140 mg, 0.5 mmol) was converted, using 2-amino-3-hydroxypyridine instead of 2-amino-3-methylpyridine, to the title compound (18 mg, 7%) which was obtained as a yellow foam. MS: m/e=491.3 [M+H]+. The reactants are ClC1=NC=CC(=C1)C1=NC(=C(C(N1C)=O)C1=CC(=CC=C1)C)C1=CC(=NC=C1)Cl (2,6-bis(2-chloropyrid-4-yl)-3-methyl-5-(3-methylphenyl)-3H-pyrimidin-4-one), CC(C)(C1=CC=CC=C1)NC1=NC(=C(C(=N1)Cl)C1=CC=C(C=C1)F)C1=CC=NC=C1 (2-((1-methyl-1-phenylethyl)amino)-4-chloro-5-(4-fluorophenyl)-6-(4-pyridyl)pyrimidine). Product: ClC1=NC=CC(=C1)C1=NC(=C(C(=N1)Cl)C1=CC(=CC=C1)C)C1=CC(=NC=C1)Cl (2,6-bis(2-chloro(4-pyridyl))-4-chloro-5-(3-methylphenyl)pyrimidine). As a reaction SMILES: [Cl:1][C:2]1[CH:7]=[C:6]([C:8]2[N:13](C)[C:12](=O)[C:11]([C:16]3[CH:21]=[CH:20][CH:19]=[C:18]([CH3:22])[CH:17]=3)=[C:10]([C:23]3[CH:28]=[CH:27][N:26]=[C:25]([Cl:29])[CH:24]=3)[N:9]=2)[CH:5]=[CH:4][N:3]=1.CC(NC1N=C([Cl:46])C(C2C=CC(F)=CC=2)=C(C2C=CN=CC=2)N=1)(C1C=CC=CC=1)C>>[Cl:1][C:2]1[CH:7]=[C:6]([C:8]2[N:13]=[C:12]([Cl:46])[C:11]([C:16]3[CH:21]=[CH:20][CH:19]=[C:18]([CH3:22])[CH:17]=3)=[C:10]([C:23]3[CH:28]=[CH:27][N:26]=[C:25]([Cl:29])[CH:24]=3)[N:9]=2)[CH:5]=[CH:4][N:3]=1. Reported procedure: The title compound was synthesized from 2,6-bis(2-chloropyrid-4-yl)-3-methyl-5-(3-methylphenyl)-3H-pyrimidin-4-one in the same manner as 2-((1-methyl-1-phenylethyl)amino)-4-chloro-5-(4-fluorophenyl)-6-(4-pyridyl)pyrimidine.